From a dataset of the Open Reaction Database (ORD), a public repository of structured organic reaction records. describe an organic reaction: reactants, conditions, products, and yield Reactants: C(c1ccc2c(c1)OC(O2)(F)F)=O, CC1=CN=C(C=C1)N, [C-]#[N+]C1CCCCC1. Reagents/catalysts: O=C(O)C(F)(F)F (trifluoroacetic acid). Run in CC(C)O (isopropyl alcohol), CC(C)O (isopropylalcohol). Reaction conditions: temperature 22 celsius, time 20 hour. The product is Cc1ccc2nc(c3ccc4c(c3)OC(O4)(F)F)c(NC3CCCCC3)n2c1. Isolated yield 51.1%. RXN SMILES: CC1=CC=C(N)N=C1.[C-]#[N+]C1CCCCC1.FC1(F)OC2=CC=C(C=O)C=C2O1>>CC1=CN2C(C=C1)=NC(=C2NC1CCCCC1)C1=CC2=C(OC(F)(F)O2)C=C1. Starting materials: N1C(=NC2=C1C=CC=C2)C2=NN(C1=CC=C(C=C21)N)COCC[Si](C)(C)C (3-(1H-benzimidazol-2-yl)-1-(2-trimethylsilanylethoxymethyl)-1H-indazol-5-ylamine), N1=CC=CC=C1 (pyridine), CS(=O)(=O)C1=C(C=CC=C1)S(=O)(=O)Cl (2-methylsulfonylbenzenesulfonyl chloride). Run in C1CCCCC1.C(C)(=O)OCC (cyclohexane ethyl acetate). The product is N1C(=NC2=C1C=CC=C2)C2=NN(C1=CC=C(C=C21)NS(=O)(=O)C2=C(C=CC=C2)S(=O)(=O)C)COCC[Si](C)(C)C (N-[3-(1H-benzimidazol-2-yl)-1-(2-trimethylsilanylethoxymethyl)-1H-indazol-5-yl]-2-methylsulfonylbenzenesulfonamide). The yield is 94.0%. Reaction SMILES: [NH:1]1[C:5]2[CH:6]=[CH:7][CH:8]=[CH:9][C:4]=2[N:3]=[C:2]1[C:10]1[C:18]2[C:13](=[CH:14][CH:15]=[C:16]([NH2:19])[CH:17]=2)[N:12]([CH2:20][O:21][CH2:22][CH2:23][Si:24]([CH3:27])([CH3:26])[CH3:25])[N:11]=1.N1C=CC=CC=1.[CH3:34][S:35]([C:38]1[CH:43]=[CH:42][CH:41]=[CH:40][C:39]=1[S:44](Cl)(=[O:46])=[O:45])(=[O:37])=[O:36]>C1CCCCC1.C(OCC)(=O)C>[NH:3]1[C:4]2[CH:9]=[CH:8][CH:7]=[CH:6][C:5]=2[N:1]=[C:2]1[C:10]1[C:18]2[C:13](=[CH:14][CH:15]=[C:16]([NH:19][S:44]([C:39]3[CH:40]=[CH:41][CH:42]=[CH:43][C:38]=3[S:35]([CH3:34])(=[O:37])=[O:36])(=[O:46])=[O:45])[CH:17]=2)[N:12]([CH2:20][O:21][CH2:22][CH2:23][Si:24]([CH3:27])([CH3:26])[CH3:25])[N:11]=1 |f:3.4|. Procedure: N-[3-(1H-Benzimidazol-2-yl)-1-(2-trimethylsilanylethoxymethyl)-1H-indazol-5-yl]-2-methylsulfonylbenzenesulfonamide can be obtained as described in Example 2 from 130 mg of 3-(1H-benzimidazol-2-yl)-1-(2-trimethylsilanylethoxymethyl)-1H-indazol-5-ylamine, 5 ml of pyridine and 87 mg of 2-methylsulfonylbenzenesulfonyl chloride. 192 mg of N-[3-(1H-benzimidazol-2-yl)-1-(2-trimethylsilanylethoxymethyl)-1H-indazol-5-yl]-2-methylsulfonylbenzenesulfonamide are thus obtained in the form of an orange lac (R... Reaction SMILES: [CH3:26][CH2:27][O:28][C:29](=[O:30])[CH3:31].[H:24][H:25].[N+:1]([O-:2])(=[O:3])[c:4]1[cH:5][c:6]([CH2:22][OH:23])[c:7]([N:10]2[C:11](=[O:21])[c:12]3[c:13]([cH:16][c:17]([Cl:20])[cH:18][cH:19]3)[C:14]2=[O:15])[cH:8][cH:9]1>>[NH2:1][c:4]1[cH:5][c:6]([CH2:22][OH:23])[c:7]([N:10]2[C:11](=[O:21])[c:12]3[c:13]([cH:16][c:17]([Cl:20])[cH:18][cH:19]3)[C:14]2=[O:15])[cH:8][cH:9]1. Reactants: CCOC(C)=O, [H][H], O=C1c2ccc(Cl)cc2C(=O)N1c1ccc([N+](=O)[O-])cc1CO. Product: Nc1ccc(N2C(=O)c3ccc(Cl)cc3C2=O)c(CO)c1. Reactants: Cc1ncc(C=O)c(N)n1, CO, Cl, NNc1ccccc1. Product: Cc1ncc(C=NNc2ccccc2)c(N)n1, Cl. RXN SMILES: [CH3:1][c:2]1[n:3][cH:4][c:5]([CH:9]=[O:10])[c:6]([NH2:8])[n:7]1.[CH3:20][OH:21].[ClH:11].[c:12]1([NH:18][NH2:19])[cH:13][cH:14][cH:15][cH:16][cH:17]1>>[CH3:1][c:2]1[n:3][cH:4][c:5]([CH:9]=[N:19][NH:18][c:12]2[cH:13][cH:14][cH:15][cH:16][cH:17]2)[c:6]([NH2:8])[n:7]1.[ClH:11]. Reactants: FC(C=1C=C(C=C(C1)C(F)(F)F)C(C(=O)Cl)(C)C)(F)F (2-(3,5-bis-trifluoromethyl-phenyl)-2-methyl-propionyl chloride), C([O-])(O)=O.[Na+] (sodium bicarbonate), ClC1=C(C=CC=C1)C1=C(C=NC=C1)NC ([4-(2-chloro-phenyl)-pyridin-3-yl]-methyl-amine), C(C)N(C(C)C)C(C)C (N-ethyldiisopropylamine). Run in ClCCl (dichloromethane), ClCCl (dichloromethane). Reaction conditions: temperature 37.5 celsius. Product: FC(C=1C=C(C=C(C1)C(F)(F)F)C(C(=O)N(C)C=1C=NC=CC1C1=C(C=CC=C1)Cl)(C)C)(F)F (2-(3,5-Bis-trifluoromethyl-phenyl)-N-[4-(2-chloro-phenyl)-pyridin-3-yl]-N-methyl-isobutyramide). Yield: 88.4%. As a reaction SMILES: [Cl:1][C:2]1[CH:7]=[CH:6][CH:5]=[CH:4][C:3]=1[C:8]1[CH:13]=[CH:12][N:11]=[CH:10][C:9]=1[NH:14][CH3:15].C(N(C(C)C)C(C)C)C.[F:25][C:26]([F:44])([F:43])[C:27]1[CH:28]=[C:29]([C:37]([CH3:42])([CH3:41])[C:38](Cl)=[O:39])[CH:30]=[C:31]([C:33]([F:36])([F:35])[F:34])[CH:32]=1.C(=O)(O)[O-].[Na+]>ClCCl>[F:34][C:33]([F:35])([F:36])[C:31]1[CH:30]=[C:29]([C:37]([CH3:41])([CH3:42])[C:38]([N:14]([C:9]2[CH:10]=[N:11][CH:12]=[CH:13][C:8]=2[C:3]2[CH:4]=[CH:5][CH:6]=[CH:7][C:2]=2[Cl:1])[CH3:15])=[O:39])[CH:28]=[C:27]([C:26]([F:43])([F:25])[F:44])[CH:32]=1 |f:3.4|. Procedure: A solution of 12.2 g (55.8 mmol) [4-(2-chloro-phenyl)-pyridin-3-yl]-methyl-amine and 15.3 ml (89 mmol) N-ethyldiisopropylamine in 130 ml dichloromethane was cooled in an ice bath and a solution of 19 g (59.6 mmol)2-(3,5-bis-trifluoromethyl-phenyl)-2-methyl-propionyl chloride in 30 ml dichloromethane was added dropwise. The reaction mixture was warmed to 35-40° C. for 20 h, cooled to room temperature again and was stirred with 250 ml saturated sodium bicarbonate solution. The organic layer was se... Starting materials: CN(C)C=O, [N-]=[N+]=[N-], CC1(C)OCC(CCn2cnc3c(Cl)nc(N)nc32)CO1, [Na+]. Yields the product CC1(C)OCC(CCn2cnc3c(N=[N+]=[N-])nc(N)nc32)CO1. RXN SMILES: [CH3:26][N:27]([CH3:28])[CH:29]=[O:30].[N-:23]=[N+:24]=[N-:25].[NH2:1][c:2]1[n:3][c:4]([Cl:21])[c:5]2[n:6][cH:7][n:8]([CH2:11][CH2:12][CH:13]3[CH2:14][O:15][C:16]([CH3:19])([CH3:20])[O:17][CH2:18]3)[c:9]2[n:10]1.[Na+:22]>>[NH2:1][c:2]1[n:3][c:4]([N:23]=[N+:24]=[N-:25])[c:5]2[n:6][cH:7][n:8]([CH2:11][CH2:12][CH:13]3[CH2:14][O:15][C:16]([CH3:19])([CH3:20])[O:17][CH2:18]3)[c:9]2[n:10]1. Reaction SMILES: [CH3:22][O:23][c:24]1[cH:25][c:26]([C:32]([CH:33]=[O:34])([CH3:35])[CH3:36])[cH:27][c:28]([O:30][CH3:31])[cH:29]1.[Cl:37][CH2:38][Cl:39].[NH2:1][c:2]1[c:3]([C:11](=[O:12])[c:13]2[cH:14][cH:15][c:16]([CH:19]([CH3:20])[CH3:21])[cH:17][cH:18]2)[cH:4][c:5]([O:9][CH3:10])[c:6]([OH:8])[cH:7]1>>[NH:1]([c:2]1[c:3]([C:11](=[O:12])[c:13]2[cH:14][cH:15][c:16]([CH:19]([CH3:20])[CH3:21])[cH:17][cH:18]2)[cH:4][c:5]([O:9][CH3:10])[c:6]([OH:8])[cH:7]1)[CH2:33][C:32]([c:26]1[cH:25][c:24]([O:23][CH3:22])[cH:29][c:28]([O:30][CH3:31])[cH:27]1)([CH3:35])[CH3:36]. Reactants: COc1cc(OC)cc(C(C)(C)C=O)c1, ClCCl, COc1cc(C(=O)c2ccc(C(C)C)cc2)c(N)cc1O. The product is COc1cc(OC)cc(C(C)(C)CNc2cc(O)c(OC)cc2C(=O)c2ccc(C(C)C)cc2)c1.